From a dataset of the Open Reaction Database (ORD), a public repository of structured organic reaction records. describe an organic reaction: reactants, conditions, products, and yield Starting materials: C(#N)C1=CC=C(C=C1)NN1C=NN=C1 (4-(4-cyanophenyl)amino-4H-1,2,4-triazole), BrC=1SC(=CN1)CBr (2-bromo-5-(bromomethyl)thiazole). Yields the product BrC=1SC(=CN1)CN(C1=CC=C(C=C1)C#N)N1C=NN=C1 (4-[N-[(2-bromothiazol-5-yl)methyl]-N-(4-cyanophenyl)amino]-4H-1,2,4-triazol). RXN SMILES: [C:1]([C:3]1[CH:8]=[CH:7][C:6]([NH:9][N:10]2[CH:14]=[N:13][N:12]=[CH:11]2)=[CH:5][CH:4]=1)#[N:2].[Br:15][C:16]1[S:17][C:18]([CH2:21]Br)=[CH:19][N:20]=1>>[Br:15][C:16]1[S:17][C:18]([CH2:21][N:9]([N:10]2[CH:11]=[N:12][N:13]=[CH:14]2)[C:6]2[CH:5]=[CH:4][C:3]([C:1]#[N:2])=[CH:8][CH:7]=2)=[CH:19][N:20]=1. Procedure details: Starting Compounds: 4-(4-cyanophenyl)amino-4H-1,2,4-triazole and 2-bromo-5-(bromomethyl)thiazole Starting materials: N1C=NC=C1 (Imidazole), [H-].[Na+] (sodium hydride), O (water), O1CC1CCCCCC (1,2-epoxyoctane). Run in CN(C=O)C (dimethyformamide). The product is OC(CN1C=NC=C1)CCCCCC (1-(2-hydroxyoctyl)imidazole). The yield is 75.0%. RXN SMILES: [NH:1]1[CH:5]=[CH:4][N:3]=[CH:2]1.[H-].[Na+].[O:8]1[CH:10]([CH2:11][CH2:12][CH2:13][CH2:14][CH2:15][CH3:16])[CH2:9]1.O>CN(C)C=O>[OH:8][CH:10]([CH2:11][CH2:12][CH2:13][CH2:14][CH2:15][CH3:16])[CH2:9][N:1]1[CH:5]=[CH:4][N:3]=[CH:2]1 |f:1.2|. Reported procedure: Imidazole (40.8 g) in 100 ml of dimethyformamide at room temperature was treated with sodium hydride (4.8 g of 50% dispersion in mineral oil). Once a solution was obtained, 1,2-epoxyoctane (40 g) was added dropwise at room temperature and the resulting mixture placed in an oil bath and warmed to 70° for 6 hours with stirring. The resulting cooled solution was then added to 600 ml of water and extracted with ether (4×400 ml). The combined extracts were washed twice with concentrated aqueous potas...